Dataset: the Open Reaction Database (ORD), a public repository of structured organic reaction records. Task: describe an organic reaction: reactants, conditions, products, and yield Starting materials: NC1=C(SC=C1)S(=O)(=O)N (3-amino-thiophene-2-sulfonic acid amide), BrC=1C=C(C=CC1)S(=O)(=O)Cl (3-bromo-benzenesulfonyl chloride). Run in N1=CC=CC=C1 (pyridine). Reaction conditions: time 17 hour. Product: BrC=1C=C(C=CC1)S(=O)(=O)NC1=C(SC=C1)S(=O)(=O)N (3-(3-Bromo-benzenesulfonylamino)-thiophene-2-sulfonic acid amide). Yield: 66.3%. Reaction SMILES: [NH2:1][C:2]1[CH:6]=[CH:5][S:4][C:3]=1[S:7]([NH2:10])(=[O:9])=[O:8].[Br:11][C:12]1[CH:13]=[C:14]([S:18](Cl)(=[O:20])=[O:19])[CH:15]=[CH:16][CH:17]=1>N1C=CC=CC=1>[Br:11][C:12]1[CH:13]=[C:14]([S:18]([NH:1][C:2]2[CH:6]=[CH:5][S:4][C:3]=2[S:7]([NH2:10])(=[O:9])=[O:8])(=[O:20])=[O:19])[CH:15]=[CH:16][CH:17]=1. Procedure details: A mixture of 3-amino-thiophene-2-sulfonic acid amide (100 mg, 0.56 mmol) and 3-bromo-benzenesulfonyl chloride (97 μL, 0.67 mmol) in anhydrous pyridine (3 mL) was stirred at room temperature for 17 hours. The solvent was removed in vacuo and the residue was taken up in dichloromethane (25 mL). The organic phase was washed with 1 M hydrochloric acid, saturated sodium bicarbonate and brine, dried over sodium sulfate and concentrated under reduced pressure. Purification by column chromatography, usi... Starting materials: CN1N=C(N=C1NCCCOC1=CC(=CC=C1)CN1CCCCC1)N (1-methyl-N5 -[3-[3-(1-piperidinylmethyl)phenoxy]propyl]-1H-1,2,4-triazole-3,5-diamine), CN=C=O (methylisocyanate). Solvent: C(C)#N (acetonitrile). The product is CNC(=O)NC1=NN(C(=N1)NCCCOC1=CC(=CC=C1)CN1CCCCC1)C (N-methyl-N'-[1-methyl-5-[[3-[3-(1-piperidinylmethyl)phenoxy]propyl]amino]-1H-1,2,4,-triazol-3-yl]urea). Yield: 81.5%. As a reaction SMILES: [CH3:1][N:2]1[C:6]([NH:7][CH2:8][CH2:9][CH2:10][O:11][C:12]2[CH:17]=[CH:16][CH:15]=[C:14]([CH2:18][N:19]3[CH2:24][CH2:23][CH2:22][CH2:21][CH2:20]3)[CH:13]=2)=[N:5][C:4]([NH2:25])=[N:3]1.[CH3:26][N:27]=[C:28]=[O:29]>C(#N)C>[CH3:26][NH:27][C:28]([NH:25][C:4]1[N:5]=[C:6]([NH:7][CH2:8][CH2:9][CH2:10][O:11][C:12]2[CH:17]=[CH:16][CH:15]=[C:14]([CH2:18][N:19]3[CH2:24][CH2:23][CH2:22][CH2:21][CH2:20]3)[CH:13]=2)[N:2]([CH3:1])[N:3]=1)=[O:29]. Reported procedure: A mixture of 1-methyl-N5 -[3-[3-(1-piperidinylmethyl)phenoxy]propyl]-1H-1,2,4-triazole-3,5-diamine (2.00 g) and methylisocyanate (1.2 g) in dry acetonitrile (60 ml) was heated at reflux for 2 h. and allowed to cool. The precipitated solid was collected and recrystallised from methanol to give the title compound (1.9 g).